From a dataset of the Open Reaction Database (ORD), a public repository of structured organic reaction records. describe an organic reaction: reactants, conditions, products, and yield The reactants are CCC(O)(O)O, OCCCO, OCCCCO, CC(O)C(C)O, O=CC(O)C(O)C(O)C(O)CO, OCC(O)C(O)C(O)C(O)CO, [Pb]. Product: OCC(O)C(O)C(O)C(O)CO. As a reaction SMILES: [C:26]([OH:27])([OH:28])([OH:29])[CH2:30][CH3:31].[CH2:32]([OH:33])[CH2:34][CH2:35][OH:36].[CH2:43]([OH:44])[CH2:45][CH2:46][CH2:47][OH:48].[CH3:37][CH:38]([OH:39])[CH:40]([OH:41])[CH3:42].[O:2]=[CH:3][CH:4]([OH:5])[CH:6]([OH:7])[CH:8]([OH:9])[CH:10]([OH:11])[CH2:12][OH:13].[OH:14][CH2:15][CH:16]([OH:17])[CH:18]([CH:19]([CH:20]([CH2:21][OH:22])[OH:23])[OH:24])[OH:25].[Pb:1]>>[OH:2][CH2:3][CH:4]([OH:5])[CH:6]([OH:7])[CH:8]([OH:9])[CH:10]([OH:11])[CH2:12][OH:13]. Starting materials: Cl, [Na+], O=c1c2ccccc2ncn1CCc1ccc(S(=O)(=O)NC(=S)NC2CCCCC2)cc1, [OH-], OO. Yields the product O=C(NC1CCCCC1)NS(=O)(=O)c1ccc(CCn2cnc3ccccc3c2=O)cc1. RXN SMILES: [ClH:35].[Na+:37].[O:1]=[c:2]1[n:3]([CH2:12][CH2:13][c:14]2[cH:15][cH:16][c:17]([S:20](=[O:21])(=[O:22])[NH:23][C:24](=[S:25])[NH:26][CH:27]3[CH2:28][CH2:29][CH2:30][CH2:31][CH2:32]3)[cH:18][cH:19]2)[cH:4][n:5][c:6]2[cH:7][cH:8][cH:9][cH:10][c:11]12.[OH-:36].[OH:33][OH:34]>>[O:1]=[c:2]1[n:3]([CH2:12][CH2:13][c:14]2[cH:15][cH:16][c:17]([S:20](=[O:21])(=[O:22])[NH:23][C:24]([NH:26][CH:27]3[CH2:28][CH2:29][CH2:30][CH2:31][CH2:32]3)=[O:33])[cH:18][cH:19]2)[cH:4][n:5][c:6]2[cH:7][cH:8][cH:9][cH:10][c:11]12. Reactants: ClC1=CC=C(C2=CC=CC=C2C2=NC3=CC(=C(C=C3C=C2)C2=NC3=C(N2C2CCCCC2)C=CC(=C3)C(=O)O)F)C=C1 (2-[2-(4′-Chloro-biphen-2-yl)-7-fluoro-quinolin-6-yl]-1-cyclohexyl-1H-benzoimidazole-5-carboxylic acid), OC1CCNCC1 (4-hydroxypiperidine). Product: ClC1=CC=C(C2=CC=CC=C2C2=NC3=CC(=C(C=C3C=C2)C2=NC3=C(N2C2CCCCC2)C=CC(=C3)C(=O)N3CCC(CC3)O)F)C=C1 ({2-[2-(4′-Chloro-biphen-2-yl]-7-fluoro-quinolin-6-yl]-1-cyclohexyl-1H-benzoimidazol-5-yl}-(4-hydroxy-piperidin-1-yl)-methanone). RXN SMILES: [Cl:1][C:2]1[CH:42]=[CH:41][C:5]([C:6]2[C:11]([C:12]3[CH:21]=[CH:20][C:19]4[C:14](=[CH:15][C:16]([F:40])=[C:17]([C:22]5[N:26]([CH:27]6[CH2:32][CH2:31][CH2:30][CH2:29][CH2:28]6)[C:25]6[CH:33]=[CH:34][C:35]([C:37](O)=[O:38])=[CH:36][C:24]=6[N:23]=5)[CH:18]=4)[N:13]=3)=[CH:10][CH:9]=[CH:8][CH:7]=2)=[CH:4][CH:3]=1.[OH:43][CH:44]1[CH2:49][CH2:48][NH:47][CH2:46][CH2:45]1>>[Cl:1][C:2]1[CH:42]=[CH:41][C:5]([C:6]2[C:11]([C:12]3[CH:21]=[CH:20][C:19]4[C:14](=[CH:15][C:16]([F:40])=[C:17]([C:22]5[N:26]([CH:27]6[CH2:32][CH2:31][CH2:30][CH2:29][CH2:28]6)[C:25]6[CH:33]=[CH:34][C:35]([C:37]([N:47]7[CH2:48][CH2:49][CH:44]([OH:43])[CH2:45][CH2:46]7)=[O:38])=[CH:36][C:24]=6[N:23]=5)[CH:18]=4)[N:13]=3)=[CH:10][CH:9]=[CH:8][CH:7]=2)=[CH:4][CH:3]=1. Procedure: The title compound was synthesized from Compound 408 and 4-hydroxypiperidine using standard HBTU activation. Reactants: [H-].[Na+] (sodium hydride), ClC1=C(C=O)C(=CC=C1)F (2-chloro-6-fluorobenzaldehyde), C(C1=CC=CC=C1)N(CCO)C (N-benzyl-N-methylethanolamine), [H][H] (hydrogen). The solvent is CN(C)C=O (DMF), CN(C)C=O (DMF), CN(C)C=O (DMF). Yields the product C(C1=CC=CC=C1)N(C)CCOC1=C(C=O)C(=CC=C1)Cl (2-[2-(N-benzyl-N-methylamino)ethoxy]-6-chlorobenzaldehyde). Reaction SMILES: [CH2:1]([N:8]([CH3:12])[CH2:9][CH2:10][OH:11])[C:2]1[CH:7]=[CH:6][CH:5]=[CH:4][CH:3]=1.[H-].[Na+].[H][H].[Cl:17][C:18]1[CH:25]=[CH:24][CH:23]=[C:22](F)[C:19]=1[CH:20]=[O:21]>CN(C=O)C>[CH2:1]([N:8]([CH2:9][CH2:10][O:11][C:22]1[CH:23]=[CH:24][CH:25]=[C:18]([Cl:17])[C:19]=1[CH:20]=[O:21])[CH3:12])[C:2]1[CH:7]=[CH:6][CH:5]=[CH:4][CH:3]=1 |f:1.2|. Procedure details: A solution of N-benzyl-N-methylethanolamine (13.4 g) in dry DMF (30 ml) was added dropwise with stirring to a suspension of sodium hydride (4.75 g, 60% dispersion in mineral oil) in DMF (60 ml) at ambient temperature under nitrogen over 20 minutes. The mixture was stirred and heated at 50° C. for 1 hour until the evolution of hydrogen ceased. The mixture was cooled at ambient temperature and a solution of 2-chloro-6-fluorobenzaldehyde (15.8 g) in DMF (15 ml) was added over 30 minutes. The mixtur... The reactants are N1=C(C(=CC=C1)C)C (2,3-Lutidine), [Se](=O)=O (selenium dioxide). Solvent: O1CCOCC1 (1,4-dioxane). Product: CC=1C(=NC=CC1)C=O (3-methylpyridine-2-carbaldehyde). The yield is 37.3%. RXN SMILES: [N:1]1[CH:6]=[CH:5][CH:4]=[C:3]([CH3:7])[C:2]=1[CH3:8].[Se](=O)=[O:10]>O1CCOCC1>[CH3:7][C:3]1[C:2]([CH:8]=[O:10])=[N:1][CH:6]=[CH:5][CH:4]=1. Reported procedure: 2,3-Lutidine (1.0 g, 9.33 mmol) was refluxed in a 1,4-dioxane (20 ml) solution in the presence of selenium dioxide (1.24 g, 11.2 mmol) in an argon atmosphere for one hr. The temperature of the reaction solution was then returned to room temperature, and the reaction solution was filtered. The solvent was removed from the filtrate by distillation under the reduced pressure. The residue was purified by column chromatography on silica gel (hexane:ethyl acetate=5:2) to give 422 mg (37.3%) of 3-methy... The reactants are C(C)S (ethanethiol), C1C(C)O1 (propylene oxide), C(O)([O-])=O.[Na+] (sodium hydrogencarbonate), C=C1CC(=O)O1 (diketene), BrBr (bromine). The product is C(C)SC(CC(CBr)=O)=O (4-bromo-3-oxothiobutyric acid-S-ethyl ester). Reaction SMILES: [CH2:1]=[C:2]1[O:6][C:4](=[O:5])[CH2:3]1.[Br:7]Br.[CH2:9]([SH:11])[CH3:10].C1OC1C.C(=O)([O-])O.[Na+]>C(Cl)Cl.O>[CH2:9]([S:11][C:4](=[O:5])[CH2:3][C:2](=[O:1])[CH2:6][Br:7])[CH3:10] |f:4.5|. Isolated yield 58.2%. Reported procedure: In 40 ml of anhydrous methylene chloride was dissolved 8.4 g of diketene, and the resulting solution was cooled to -40° C. Then, 14.4 g of bromine was added dropwise to the solution while maintaining the temperature at -40° to -35° C. over a period of 1 hour, and the resulting mixture was subjected to reaction at -30° to -20° C. for 30 minutes. On the other hand, 7.48 g of ethanethiol and 5.84 g of propylene oxide were dissolved in 60 ml of anhydrous methylene chloride, and the resulting solutio... Run in C(Cl)Cl (methylene chloride), O (water), C(Cl)Cl (methylene chloride). Reaction conditions: temperature -40 celsius. Starting materials: C(\C=C\C(=O)O)(=O)O (fumaric acid), C(C)O (ethanol), [H-].[Al+3].[Li+].[H-].[H-].[H-] (lithium aluminum hydride), C(C)OC(=O)N1C[C@H]([C@H](CC1)OC1=C(C=CC=C1)C)C1=CC=CC=C1 (cis-1-ethoxycarbonyl-3-phenyl-4-(2-tolyloxy)piperidine). Run in CCOCC (ether), CCOCC (ether), O1CCCC1 (tetrahydrofuran), CCOCC (ether). Run at time 70 minute. Yields the product C(\C=C\C(=O)O)(=O)O.CN1C[C@H]([C@H](CC1)OC1=C(C=CC=C1)C)C1=CC=CC=C1 (Cis-1-methyl-3-phenyl-4-(2-tolyloxy)piperidine fumarate). Reaction SMILES: [H-].[Al+3].[Li+].[H-].[H-].[H-].C(O[C:10]([N:12]1[CH2:17][CH2:16][C@H:15]([O:18][C:19]2[CH:24]=[CH:23][CH:22]=[CH:21][C:20]=2[CH3:25])[C@H:14]([C:26]2[CH:31]=[CH:30][CH:29]=[CH:28][CH:27]=2)[CH2:13]1)=O)C.[C:32]([OH:39])(=[O:38])/[CH:33]=[CH:34]/[C:35]([OH:37])=[O:36].C(O)C>O1CCCC1.CCOCC>[C:32]([OH:39])(=[O:38])/[CH:33]=[CH:34]/[C:35]([OH:37])=[O:36].[CH3:10][N:12]1[CH2:17][CH2:16][C@H:15]([O:18][C:19]2[CH:24]=[CH:23][CH:22]=[CH:21][C:20]=2[CH3:25])[C@H:14]([C:26]2[CH:31]=[CH:30][CH:29]=[CH:28][CH:27]=2)[CH2:13]1 |f:0.1.2.3.4.5,11.12|. Procedure: To a stirred suspension of 1.49 g of lithium aluminum hydride in 80 ml of anhydrous tetrahydrofuran is added, under nitrogen, a solution of 4.84 g of cis-1-ethoxycarbonyl-3-phenyl-4-(2-tolyloxy)piperidine. After 70 minutes at room temperature, the mixture is cooled, 80 ml of ether is added and the excess hydride is destroyed by the continuous addition of saturated sodium sulfate solution of 0°-10° C. until a flocculent white precipitate forms. The solid is filtered, washed with ether and the fil... Starting materials: Cl.Cl.NC=1C=CC(=NC1N)N1C[C@@H](CCC1)C(=O)N1CCCC1 ((R)-(1-(5,6-Diaminopyridin-2-yl)piperidin-3-yl)(pyrrolidin-1-yl)methanone dihydrochloride), N1C[C@H](CC1)O ((S)-pyrrolidin-3-ol), Cl (hydrogen chloride). The solvent is CO (methanol). Yields the product Cl.Cl.NC=1C=CC(=NC1N)N1C[C@@H](CCC1)C(=O)N1C[C@H](CC1)O (((R)-1-(5,6-Diaminopyridin-2-yl)piperidin-3-yl)((S)-3-hydroxypyrrolidin-1-yl)methanone dihydrochloride). As a reaction SMILES: [ClH:1].Cl.[NH2:3][C:4]1[CH:5]=[CH:6][C:7]([N:11]2[CH2:16][CH2:15][CH2:14][C@@H:13]([C:17]([N:19]3[CH2:23][CH2:22][CH2:21][CH2:20]3)=[O:18])[CH2:12]2)=[N:8][C:9]=1[NH2:10].N1CC[C@H]([OH:29])C1.Cl>CO>[ClH:1].[ClH:1].[NH2:3][C:4]1[CH:5]=[CH:6][C:7]([N:11]2[CH2:16][CH2:15][CH2:14][C@@H:13]([C:17]([N:19]3[CH2:23][CH2:22][C@H:21]([OH:29])[CH2:20]3)=[O:18])[CH2:12]2)=[N:8][C:9]=1[NH2:10] |f:0.1.2,6.7.8|. Procedure details: The title compound was prepared by a method analogous to the one used for Intermediate 1, but using (S)-pyrrolidin-3-ol instead of pyrrolidine for Step 1 and a hydrogen chloride solution in methanol (1.25 M) for Step 2. MS (ES+) (M+H) 306.1; LCMS retention time: 0.26 minutes (Method M).